From a dataset of the Open Reaction Database (ORD), a public repository of structured organic reaction records. describe an organic reaction: reactants, conditions, products, and yield The reactants are COP(OC)(=O)C=C (vinylphosphonic acid dimethyl ester), C1(=CC=CC=C1)C (toluene), [C]=O (carbon monoxide), [H][H] (hydrogen). Reagents/catalysts: [Rh] (rhodium), C1(=CCCC=CCC1)[Rh](Cl)Cl (cycloocta-1,5-dienyl-rhodium chloride). Yields the product COP(OC)(=O)C(C)C=O (α-formylethane-phosphonic acid dimethyl ester). RXN SMILES: [CH3:1][O:2][P:3](C=C)(=[O:6])[O:4][CH3:5].[C]=[O:10].[H][H].[C:13]1([CH3:19])C=CC=C[CH:14]=1>[Rh].C1([Rh](Cl)Cl)CCC=CCCC=1>[CH3:1][O:2][P:3]([CH:13]([CH:14]=[O:10])[CH3:19])(=[O:6])[O:4][CH3:5] |^3:8|. Procedure: In an autoclave of 1 liter capacity, fitted with a magnetic lift-stirrer, 113 g of vinylphosphonic acid dimethyl ester and 100 ppm of rhodium in the form of dimeric cycloocta-1,5-dienyl-rhodium chloride, in 600 ml of toluene as the solvent, are heated at 80° C. and reacted, under a pressure of 600 bars, with a mixture of carbon monoxide and hydrogen in the ratio of 1:1. The pressure is maintained for 12 hours by admitting further gas mixture. The reaction mixture is then allowed to cool under pr... Reactants: ClC=1C=C(C(=C(C(=O)O)C1)O)C=O (5-chloro-3-formyl-2-hydroxybenzoic acid), C[Si](Cl)(C)C (trimethylchlorosilane), C(CO)O (ethylene glycol), C([O-])(O)=O.[Na+] (sodium bicarbonate), CN(C)C (trimethylamine). Reaction conditions: time 2 hour. The product is ClC=1C=C(C(=C(C(=O)OC)C1)O)C1OCCO1 (methyl 5-chloro-3-(1,3-dioxolan-2-yl)-2-hydroxybenzoate). RXN SMILES: [Cl:1][C:2]1[CH:3]=[C:4]([CH:12]=[O:13])[C:5]([OH:11])=[C:6]([CH:10]=1)[C:7]([OH:9])=[O:8].C[Si](C)(C)Cl.[C:19](=O)(O)[O-].[Na+].CN(C)C.[CH2:28]([OH:31])[CH2:29]O>>[Cl:1][C:2]1[CH:3]=[C:4]([CH:12]2[O:31][CH2:28][CH2:29][O:13]2)[C:5]([OH:11])=[C:6]([CH:10]=1)[C:7]([O:9][CH3:19])=[O:8] |f:2.3|. Procedure: A mixture of 73.2 g of 5-chloro-3-formyl-2-hydroxybenzoic acid, 350 ml of ethylene glycol and 129 ml of trimethylchlorosilane is stirred at room temperature for 2 hours. The reaction mixture is poured into a mixture of an aqueous saturated sodium bicarbonate solution and trimethylamine, and the mixture is extracted with ethyl acetate. The extract is washed with water, dried and evaporated to remove solvent to give 86 g of methyl 5-chloro-3-(1,3-dioxolan-2-yl)-2-hydroxybenzoate as yellow powder. Starting materials: COC1=C(C2=CC(=CC=C2C=C1)OC)C(=O)O (2,7-dimethoxy-1-naphthoic acid), [Cl-].[NH4+] (Ammonium chloride), N (ammonia), N (ammonia), [Li] (lithium), CCOCC (ether). Conditions: temperature -33 celsius. Yields the product COC=1C(C2=CC(=CC=C2CC1)OC)C(=O)OC (Methyl 2,7-dimethoxy-1,4-dihydro-1-naphthoate). As a reaction SMILES: [CH3:1][O:2][C:3]1[CH:12]=[CH:11][C:10]2[C:5](=[CH:6][C:7]([O:13][CH3:14])=[CH:8][CH:9]=2)[C:4]=1[C:15]([OH:17])=[O:16].N.[Li].[Cl-].[NH4+].[CH3:22]COCC>>[CH3:1][O:2][C:3]1[CH:4]([C:15]([O:17][CH3:22])=[O:16])[C:5]2[C:10]([CH2:11][CH:12]=1)=[CH:9][CH:8]=[C:7]([O:13][CH3:14])[CH:6]=2 |f:3.4,^1:18|. Procedure details: A solution of 2,7-dimethoxy-1-naphthoic acid (I) (0.1 mole) in 150 ml. ether and 600 ml. liquid ammonia was treated with 1.73 g. lithium wire in small portions with stirring under argon. This was allowed to reflux (-33° C.) for 11/2 hours. Ammonium chloride was added to quench the reaction and the ammonia was allowed to evaporate. The residue was taken up in water and washed with ether. The aqueos layer was acidified with 6 N hydrochloric acid and quickly extracted three times with ether. The et...